This data is from the Open Reaction Database (ORD), a public repository of structured organic reaction records. The task is: describe an organic reaction: reactants, conditions, products, and yield Starting materials: O.[OH-].[Li+] (lithium hydroxide monohydrate), C(C)OC(=O)C=1N=NC(=CC1)OCC=1N(N=NC1C1=NC=CC=C1)C (6-(3-methyl-5-pyridin-2-yl-3H-[1,2,3]triazol-4-ylmethoxy)-pyridazine-3-carboxylic acid ethyl ester). Run in O (water), C1CCOC1 (THF), CO (MeOH). Conditions: time 2 hour. Yields the product CN1N=NC(=C1COC1=CC=C(N=N1)C(=O)O)C1=NC=CC=C1 (6-(3-Methyl-5-pyridin-2-yl-3H-[1,2,3]triazol-4-ylmethoxy)-pyridazine-3-carboxylic acid). Isolated yield 67.0%. Reaction SMILES: O.[OH-].[Li+].C([O:6][C:7]([C:9]1[N:10]=[N:11][C:12]([O:15][CH2:16][C:17]2[N:18]([CH3:28])[N:19]=[N:20][C:21]=2[C:22]2[CH:27]=[CH:26][CH:25]=[CH:24][N:23]=2)=[CH:13][CH:14]=1)=[O:8])C>O.C1COCC1.CO>[CH3:28][N:18]1[C:17]([CH2:16][O:15][C:12]2[N:11]=[N:10][C:9]([C:7]([OH:8])=[O:6])=[CH:14][CH:13]=2)=[C:21]([C:22]2[CH:27]=[CH:26][CH:25]=[CH:24][N:23]=2)[N:20]=[N:19]1 |f:0.1.2|. Reported procedure: A solution of lithium hydroxide monohydrate (130 mg, 3.06 mmol) in water (5 mL) was added dropwise to a suspension of 6-(3-methyl-5-pyridin-2-yl-3H-[1,2,3]triazol-4-ylmethoxy)-pyridazine-3-carboxylic acid ethyl ester (521 mg, 1.53 mmol) in THF (5 mL) and MeOH (0.5 mL). The reaction mixture was then stirred at room temperature for 2 h. The reaction mixture was then evaporated and the residue dissolved in water, acidified with HCl (1N), and the resulting precipitate filtered off to afford the titl... Reagents/catalysts: [Fe] (iron). Reported procedure: Following the general method described in example 293, 2,2-difluoro-benzo[1,3]dioxol-5-ylamine was reacted with triethyl orthoformate, ethyl nitroacetate and acetic acid followed by treatment with triethyl orthoformate, iron and acetic acid and subsequent alkaline hydrolysis. The isolated acid was directly reduced according to example 264, by reaction with BH3 THF complex followed by hydrolytic workup and the title compound was obtained as a light brown solid. Mp. 163-164° C. (H2O), MS: m/e=254 ... Reaction SMILES: [F:1][C:2]1([F:12])[O:6][C:5]2[CH:7]=[CH:8][C:9]([NH2:11])=[CH:10][C:4]=2[O:3]1.C([O:20][CH2:21][CH3:22])(OCC)OCC.[N+:23]([CH2:26]C(OCC)=O)([O-])=O.[C:32](O)(=O)C>[Fe]>[F:12][C:2]1([F:1])[O:6][C:5]2[CH:7]=[CH:8][C:9]([N:11]3[CH:32]=[C:22]([CH2:21][OH:20])[N:23]=[CH:26]3)=[CH:10][C:4]=2[O:3]1. Product: FC1(OC2=C(O1)C=CC(=C2)N2C=NC(=C2)CO)F ([1-(2,2-Difluoro-benzo[1,3]dioxol-5-yl)-1H-imidazol-4-yl]-methanol). Starting materials: FC1(OC2=C(O1)C=CC(=C2)N)F (2,2-difluoro-benzo[1,3]dioxol-5-ylamine), C(OCC)(OCC)OCC (triethyl orthoformate), C(C)(=O)O (acetic acid), C(OCC)(OCC)OCC (triethyl orthoformate), [N+](=O)([O-])CC(=O)OCC (ethyl nitroacetate), C(C)(=O)O (acetic acid). Starting materials: C(C)(C)(C)NS(=O)(=O)C1=C(C=CC=C1)B(O)O (2-(N-t-Butylsulfamoyl)phenylboronic acid), aqueous solution, [OH-].[Na+] (NaOH), BrC1=CC(=C(C=C1)C)F (4-bromo-2-fluorotoluene), C1(=CC=CC=C1)C (toluene), tetrakis(tfiphenylphosphine)palladium. Run in C(C)O (ethanol). Conditions: temperature 90 celsius, time 4.5 hour. Yields the product C(C)(C)(C)NS(=O)(=O)C=1C(=CC=CC1)C1=CC(=C(C=C1)C)F (N-t-Butyl-3'-fluoro-4'-methyl-2-biphenylsulfonamide). The yield is 92.1%. Reaction SMILES: [C:1]([NH:5][S:6]([C:9]1[CH:14]=[CH:13][CH:12]=[CH:11][C:10]=1B(O)O)(=[O:8])=[O:7])([CH3:4])([CH3:3])[CH3:2].[OH-].[Na+].Br[C:21]1[CH:26]=[CH:25][C:24]([CH3:27])=[C:23]([F:28])[CH:22]=1.C1(C)C=CC=CC=1>C(O)C>[C:1]([NH:5][S:6]([C:9]1[C:10]([C:21]2[CH:26]=[CH:25][C:24]([CH3:27])=[C:23]([F:28])[CH:22]=2)=[CH:11][CH:12]=[CH:13][CH:14]=1)(=[O:8])=[O:7])([CH3:4])([CH3:3])[CH3:2] |f:1.2|. Procedure: To a vigorously stirred solution of 4.27 g (16.6 mmol) of 2-(N-t-butylsulfamoyl)phenylboronic acid (from Step D), 32 mmol (26 mL of a 1.25N aqueous solution) of NaOH in 40 mL of ethanol was added 1.89 g (10 mmol, 1.27 mL) of 4-bromo-2-fluorotoluene, 60 mL of toluene, and 289 mg (0.25 mmol) of tetrakis(tfiphenylphosphine)palladium. The mixture was stirred at 90° C. for 4.5 h, cooled to room temperature, and the volatiles were removed in vacuo. The residue was extracted with ethyl acetate (3×) and... Starting materials: O=C([O-])CC(O)(CC(=O)[O-])C(=O)[O-], CCO, O=[N+]([O-])c1cc(CN2CCCCC2)ccc1NC1CCCCC1. Yields the product Nc1cc(CN2CCCCC2)ccc1NC1CCCCC1. As a reaction SMILES: [C:24]([O-:25])(=[O:26])[CH2:27][C:28]([CH2:29][C:30]([O-:31])=[O:32])([C:33]([O-:34])=[O:35])[OH:36].[CH3:37][CH2:38][OH:39].[CH:1]1([NH:7][c:8]2[c:9]([N+:21]([O-:22])=[O:23])[cH:10][c:11]([CH2:14][N:15]3[CH2:16][CH2:17][CH2:18][CH2:19][CH2:20]3)[cH:12][cH:13]2)[CH2:2][CH2:3][CH2:4][CH2:5][CH2:6]1>>[CH:1]1([NH:7][c:8]2[c:9]([NH2:21])[cH:10][c:11]([CH2:14][N:15]3[CH2:16][CH2:17][CH2:18][CH2:19][CH2:20]3)[cH:12][cH:13]2)[CH2:2][CH2:3][CH2:4][CH2:5][CH2:6]1. The solvent is C1=CC=CC=C1 (benzene). The reactants are C(#N)[BH3-].[Na+] (Sodium cyanoborohydride), Pyridine-3-carboxyaldehyde, C1(=CC=C(C=C1)S(=O)(=O)O)C (p-toluene sulfonic acid), NC1=CC2=C(OC3=C(S(C2)(=O)=O)C=C(C=C3C)C(=O)O)C(=C1)Cl (2-Amino-4-chloro-6-methyl-10,10-dioxo-10,11-dihydro-5-oxa-10lambda*6*-thia-dibenzo[a,d]cycloheptene-8-carboxylic acid), C([O-])(O)=O.[Na+] (sodium bicarbonate). The product is COC(=O)C=1C=C(C2=C(S(CC3=C(O2)C(=CC(=C3)NCC=3C=NC=CC3)Cl)(=O)=O)C1)C (4-Chloro-6-methyl-10,10-dioxo-2-[(pyridin-3-ylmethyl)-amino]-10,11-dihydro-5-oxa-10lambda*6*-thia-dibenzo[a,d]cycloheptene-8-carboxylic acid methyl ester). Reported procedure: Pyridine-3-carboxyaldehyde (0.1 mL, 1.08 mmol) and p-toluene sulfonic acid (in catalytic amount) were added to a suspension of Example 35j (0.4 g, 1.08 mmol) in benzene (40 mL). The reaction mixture was refluxed using Dean-Stark apparatus for 4 h. It was concentrated, treated with methanol, refluxed for 4 h, and stirred at 25° C. overnight. Sodium cyanoborohydride (0.076 g, 1.2 mmol) was added and the reaction mixture was stirred for 3 h. It was treated with aqueous sodium bicarbonate solution a... Reaction conditions: temperature 25 celsius, time 8 hour. As a reaction SMILES: [C:1]1([CH3:11])[CH:6]=CC(S(O)(=O)=O)=[CH:3][CH:2]=1.[NH2:12][C:13]1[CH:33]=[C:32]([Cl:34])[C:16]2[O:17][C:18]3[C:27]([CH3:28])=[CH:26][C:25]([C:29]([OH:31])=[O:30])=[CH:24][C:19]=3[S:20](=[O:23])(=[O:22])[CH2:21][C:15]=2[CH:14]=1.[C:35]([BH3-])#[N:36].[Na+].[C:39](=O)(O)[O-].[Na+]>C1C=CC=CC=1>[CH3:39][O:30][C:29]([C:25]1[CH:26]=[C:27]([CH3:28])[C:18]2[O:17][C:16]3[C:32]([Cl:34])=[CH:33][C:13]([NH:12][CH2:11][C:1]4[CH:6]=[N:36][CH:35]=[CH:3][CH:2]=4)=[CH:14][C:15]=3[CH2:21][S:20](=[O:22])(=[O:23])[C:19]=2[CH:24]=1)=[O:31] |f:2.3,4.5|. Reactants: C(C)(=O)C=1C(=C(NC(=O)C2=NN=NN2CC2=CC=C(C=C2)OC)C=C(C1)CC)O (3'-acetyl-5'-ethyl-2'-hydroxy-1-(4-methoxybenzyl)-1H-tetrazole-5-carboxanilide), FC(C(=O)O)(F)F (trifluoroacetic acid), COC1=CC=CC=C1 (methoxybenzene). The product is C(C)(=O)C=1C(=C(NC(=O)C2=NN=NN2)C=C(C1)CC)O (3'-acetyl-5'-ethyl-2'-hydroxytetrazole-5-carboxanilide). Procedure: A mixture of 3'-acetyl-5'-ethyl-2'-hydroxy-1-(4-methoxybenzyl)-1H-tetrazole-5-carboxanilide (0.41 g), trifluoroacetic acid (15 ml) and methoxybenzene (1.0 g) was heated at reflux for 45 minutes. The mixture was then cooled, and the solvents were removed under reduced pressure. The residue was treated with aqueous ammonia (2 N; 10 ml), washed with diethyl ether (10 ml), and the aqueous layer was separated off, cooled in an ice-bath and acidified by treatment with concentrated hydrochloric acid. T... Yield: 10.5%. RXN SMILES: [C:1]([C:4]1[C:5]([OH:29])=[C:6]([CH:24]=[C:25]([CH2:27][CH3:28])[CH:26]=1)[NH:7][C:8]([C:10]1[N:14](CC2C=CC(OC)=CC=2)[N:13]=[N:12][N:11]=1)=[O:9])(=[O:3])[CH3:2].FC(F)(F)C(O)=O.COC1C=CC=CC=1>>[C:1]([C:4]1[C:5]([OH:29])=[C:6]([CH:24]=[C:25]([CH2:27][CH3:28])[CH:26]=1)[NH:7][C:8]([C:10]1[NH:14][N:13]=[N:12][N:11]=1)=[O:9])(=[O:3])[CH3:2]. The reactants are C(C1=CC=CC=C1)OC=1C(=NC(=CC1)CO)I (3-benzyloxy-6-hydroxymethyl-2-iodopyridine), C(C)(=O)[O-].[K+] (potassium acetate), C(C=C)(=O)OCC (ethyl acrylate). The solvent is CN(C)C=O (DMF), O (water). Run at temperature 120 celsius. The product is C(C1=CC=CC=C1)OC=1C(=NC(=CC1)CO)C(C(=O)OCC)=C (Ethyl (3-benzyloxy-6-hydroxymethylpyridin-2-yl)propenoate). Yield: 62.0%. Reaction SMILES: [CH2:1]([O:8][C:9]1[C:10](I)=[N:11][C:12]([CH2:15][OH:16])=[CH:13][CH:14]=1)[C:2]1[CH:7]=[CH:6][CH:5]=[CH:4][CH:3]=1.C([O-])(=O)C.[K+].[C:23]([O:27][CH2:28][CH3:29])(=[O:26])[CH:24]=[CH2:25]>CN(C=O)C.O>[CH2:1]([O:8][C:9]1[C:10]([C:24](=[CH2:25])[C:23]([O:27][CH2:28][CH3:29])=[O:26])=[N:11][C:12]([CH2:15][OH:16])=[CH:13][CH:14]=1)[C:2]1[CH:7]=[CH:6][CH:5]=[CH:4][CH:3]=1 |f:1.2|. Reported procedure: To a solution of 3-benzyloxy-6-hydroxymethyl-2-iodopyridine (1.20 g, 3.50 mmol) in DMF (6.4 ml) and water (0.32 ml) were added potassium acetate (0.83 g, 8.5 mmol) palladium acetate (32 mg, 0.14 mmol) and ethyl acrylate (1.1 ml, 1.01 g, 10 mmol). The mixture was placed under nitrogen and stirred and heated at 120° C. for 1.25 h. By hplc the solution yield was 62%.